This data is from the Open Reaction Database (ORD), a public repository of structured organic reaction records. The task is: describe an organic reaction: reactants, conditions, products, and yield Reactants: C1(CC1)CCNC(=O)C=1N=NC(=CC1)Cl (6-chloropyridazine-3-carboxylic acid (2-cyclopropylethyl)amide), C(=O)(OC(C)(C)C)N1CC(C1)N (1-BOC-3-aminoazetidine), N12CCCCCC2=NCCC1 (1,8-diazabicyclo[5,4,0]undec-7-ene). Reagents/catalysts: [Br-].C(CCC)[N+](CCCC)(CCCC)CCCC (tetrabutylammonium bromide). The solvent is O1CCOCC1 (1,4-dioxane). Product: C(C)(C)(C)OC(=O)N1CC(C1)NC=1N=NC(=CC1)C(NCCC1CC1)=O (3-[6-(2-cyclopropylethylcarbamoyl)pyridazin-3-ylamino]azetidine-1-carboxylic acid tert-butyl ester). Yield: 43.0%. As a reaction SMILES: [CH:1]1([CH2:4][CH2:5][NH:6][C:7]([C:9]2[N:10]=[N:11][C:12](Cl)=[CH:13][CH:14]=2)=[O:8])[CH2:3][CH2:2]1.[C:16]([N:23]1[CH2:26][CH:25]([NH2:27])[CH2:24]1)([O:18][C:19]([CH3:22])([CH3:21])[CH3:20])=[O:17].N12CCCN=C1CCCCC2>[Br-].C([N+](CCCC)(CCCC)CCCC)CCC.O1CCOCC1>[C:19]([O:18][C:16]([N:23]1[CH2:26][CH:25]([NH:27][C:12]2[N:11]=[N:10][C:9]([C:7](=[O:8])[NH:6][CH2:5][CH2:4][CH:1]3[CH2:3][CH2:2]3)=[CH:14][CH:13]=2)[CH2:24]1)=[O:17])([CH3:22])([CH3:20])[CH3:21] |f:3.4|. Procedure details: A mixture of 6-chloropyridazine-3-carboxylic acid (2-cyclopropylethyl)amide (0.350 g, 1.55 mmol), 1-BOC-3-aminoazetidine (0.400 g, 2.32 mmol), tetrabutylammonium bromide (0.120 g, 0.36 mmol) and 1,8-diazabicyclo[5,4,0]undec-7-ene (1.000 g, 6.00 mmol) in 1,4-dioxane (30 mL) was heated under reflux overnight. The solvent was evaporated. The residue was washed with 1 M citric acid (50 mL) and ethyl ether (50 mL) was added. Ultrasonication of the mixture followed by filtration afforded 3-[6-(2-cyclo... Starting materials: C(O)([O-])=O.[Na+] (sodium hydrogen carbonate), C(C)(=O)O[BH-](OC(C)=O)OC(C)=O.[Na+] (sodium triacetoxyborohydride), O1CCOC2=C1C=CC(=C2)CNC2(CCNCC2)C (N-(2,3-dihydro-1,4-benzodioxin-6-ylmethyl)-4-methylpiperidine-4-amine), COC1=CC=C2C(=CC(N(C2=C1)CC=O)=O)C ((7-methoxy-4-methyl-2-oxoquinolin-1(2H)-yl)acetaldehyde). Run in C(Cl)(Cl)Cl (Chloroform), C(C)(=O)O (acetic acid), ClCCl (dichloromethane). Reaction conditions: time 1 hour. Yields the product O1CCOC2=C1C=CC(=C2)CNC2(CCN(CC2)CCN2C(C=C(C1=CC=C(C=C21)OC)C)=O)C (1-(2-(4-((2,3-dihydro-1,4-benzodioxin-6-ylmethyl)amino)-4-methylpiperidin-1-yl)ethyl)-7-methoxy-4-methylquinolin-2(1H)-one). The yield is 92.7%. As a reaction SMILES: [O:1]1[C:6]2[CH:7]=[CH:8][C:9]([CH2:11][NH:12][C:13]3([CH3:19])[CH2:18][CH2:17][NH:16][CH2:15][CH2:14]3)=[CH:10][C:5]=2[O:4][CH2:3][CH2:2]1.[CH3:20][O:21][C:22]1[CH:31]=[C:30]2[C:25]([C:26]([CH3:36])=[CH:27][C:28](=[O:35])[N:29]2[CH2:32][CH:33]=O)=[CH:24][CH:23]=1.C(O[BH-](OC(=O)C)OC(=O)C)(=O)C.[Na+].C(=O)([O-])O.[Na+]>C(Cl)(Cl)Cl.C(O)(=O)C.ClCCl>[O:1]1[C:6]2[CH:7]=[CH:8][C:9]([CH2:11][NH:12][C:13]3([CH3:19])[CH2:14][CH2:15][N:16]([CH2:33][CH2:32][N:29]4[C:30]5[C:25](=[CH:24][CH:23]=[C:22]([O:21][CH3:20])[CH:31]=5)[C:26]([CH3:36])=[CH:27][C:28]4=[O:35])[CH2:17][CH2:18]3)=[CH:10][C:5]=2[O:4][CH2:3][CH2:2]1 |f:2.3,4.5|. Procedure: To 2 mL of dichloromethane solution containing 77 mg of N-(2,3-dihydro-1,4-benzodioxin-6-ylmethyl)-4-methylpiperidine-4-amine, 68 mg of (7-methoxy-4-methyl-2-oxoquinolin-1(2H)-yl)acetaldehyde and 17 μL of acetic acid were added and stirred at room temperature for 1 hour. To the reaction mixture, 93 mg of sodium triacetoxyborohydride was added and stirred at the same temperature for 30 min. Chloroform and aqueous saturated sodium hydrogen carbonate solution were added, the organic layer was separ...